Dataset: the Open Reaction Database (ORD), a public repository of structured organic reaction records. Task: describe an organic reaction: reactants, conditions, products, and yield Starting materials: NC1=NC=NN2C1=CC=C2C(=O)NCC2CN(CCO2)C(=O)OC(C)(C)C (tert-butyl 2-({[(4-aminopyrrolo[2,1-f][1,2,4]triazin-7-yl)carbonyl]amino}methyl)morpholine-4-carboxylate), BrN1C(=O)N(C(=O)C1(C)C)Br (1,3-dibromo-5,5-dimethylhydantoin). Solvent: C1CCOC1 (THF). Product: NC1=NC=NN2C1=C(C=C2C(=O)NCC2CN(CCO2)C(=O)OC(C)(C)C)Br (tert-butyl 2-({[(4-amino-5-bromopyrrolo[2,1-f][1,2,4]triazin-7-yl)carbonyl]amino}methyl)morpholine-4-carboxylate). RXN SMILES: [NH2:1][C:2]1[C:7]2=[CH:8][CH:9]=[C:10]([C:11]([NH:13][CH2:14][CH:15]3[O:20][CH2:19][CH2:18][N:17]([C:21]([O:23][C:24]([CH3:27])([CH3:26])[CH3:25])=[O:22])[CH2:16]3)=[O:12])[N:6]2[N:5]=[CH:4][N:3]=1.[Br:28]N1C(C)(C)C(=O)N(Br)C1=O>C1COCC1>[NH2:1][C:2]1[C:7]2=[C:8]([Br:28])[CH:9]=[C:10]([C:11]([NH:13][CH2:14][CH:15]3[O:20][CH2:19][CH2:18][N:17]([C:21]([O:23][C:24]([CH3:27])([CH3:26])[CH3:25])=[O:22])[CH2:16]3)=[O:12])[N:6]2[N:5]=[CH:4][N:3]=1. Reported procedure: A solution of tert-butyl 2-({[(4-aminopyrrolo[2,1-f][1,2,4]triazin-7-yl)carbonyl]amino}methyl)morpholine-4-carboxylate (100 mg, 0.27 mmol) in THF (5 mL) was cooled to −50° C. and treated with 1,3-dibromo-5,5-dimethylhydantoin (37 mg, 0.13 mmol) in portions over 30 min. The reaction was then quenched with satd. Na2SO3 and warmed to rt. The product was extracted with EtOAc, dried (MgSO4), and concentrated. The crude product was triturated with EtOAc and filtered. A white solid was collected (60 mg...